The task is: describe an organic reaction: reactants, conditions, products, and yield. This data is from the Open Reaction Database (ORD), a public repository of structured organic reaction records. The reactants are C(C1=CC=CC=C1)(=O)O[C@H]1[C@@H]([C@@H](O[C@@H]1COC(C1=CC=CC=C1)=O)N1C=NC(=C1N1C(C=2C(C1=O)=CC=CC2)=O)C(=O)OC(C)(C)C)F (tert-butyl 1-(3,5-di-O-benzoyl-2-deoxy-2-fluoro-β-D-arabinofuranosyl)-5-phthalimidoimidazole-4-carboxylate), C(C1=CC=CC=C1)(=O)O[C@H]1[C@@H]([C@@H](O[C@@H]1COC(C1=CC=CC=C1)=O)N1C=NC(=C1N1C(C=2C(C1=O)=CC=CC2)=O)C(=O)OC(C)(C)C)F (tert-butyl 1-(3,5-di-O-benzoyl-2-deoxy-2-fluoro-β-D-arabinofuranosyl)-5-phthalimidoimidazole-4-carboxylate). The solvent is FC(C(=O)O)(F)F.ClCCl (trifluoroacetic acid dichloromethane). Reaction conditions: time 8 hour. The product is C(C1=CC=CC=C1)(=O)O[C@H]1[C@@H]([C@@H](O[C@@H]1COC(C1=CC=CC=C1)=O)N1C=NC(=C1N1C(C=2C(C1=O)=CC=CC2)=O)C(=O)O)F (1-(3,5-di-O-benzoyl-2-deoxy-2-fluoro-β-D-arabinofuranosyl)-5-phthalimidoimidazole-4-carboxylic acid). Isolated yield 97.0%. RXN SMILES: [C:1]([O:9][C@@H:10]1[C@@H:14]([CH2:15][O:16][C:17](=[O:24])[C:18]2[CH:23]=[CH:22][CH:21]=[CH:20][CH:19]=2)[O:13][C@@H:12]([N:25]2[C:29]([N:30]3[C:34](=[O:35])[C:33]4=[CH:36][CH:37]=[CH:38][CH:39]=[C:32]4[C:31]3=[O:40])=[C:28]([C:41]([O:43]C(C)(C)C)=[O:42])[N:27]=[CH:26]2)[C@H:11]1[F:48])(=[O:8])[C:2]1[CH:7]=[CH:6][CH:5]=[CH:4][CH:3]=1>FC(F)(F)C(O)=O.ClCCl>[C:1]([O:9][C@@H:10]1[C@@H:14]([CH2:15][O:16][C:17](=[O:24])[C:18]2[CH:19]=[CH:20][CH:21]=[CH:22][CH:23]=2)[O:13][C@@H:12]([N:25]2[C:29]([N:30]3[C:31](=[O:40])[C:32]4=[CH:39][CH:38]=[CH:37][CH:36]=[C:33]4[C:34]3=[O:35])=[C:28]([C:41]([OH:43])=[O:42])[N:27]=[CH:26]2)[C@H:11]1[F:48])(=[O:8])[C:2]1[CH:7]=[CH:6][CH:5]=[CH:4][CH:3]=1 |f:1.2|. Procedure: Compound (11) obtained in step (2) above (2.00 g) was dissolved in a mixture (30 ml) of trifluoroacetic acid-dichloromethane (1:4) and the resulting solution was kept overnight at room temperature, when the deesterification of compound (11) occurred. The reaction solution was concentrated and the solid obtained was washed with diethyl ether to yield the titled compound (12) (1.77 g) which was insoluble in diethyl ether. Yield: 97%. Reactants: CC(C)(C)C(O[SiH](c1ccccc1)c1ccccc1)C1CC(=O)C1C(O[SiH](c1ccccc1)c1ccccc1)C(C)(C)C, C=[N+]=[N-]. The product is CC(C)(C)C(O[SiH](c1ccccc1)c1ccccc1)C1CCC(=O)C1C(O[SiH](c1ccccc1)c1ccccc1)C(C)(C)C. RXN SMILES: [C:4]([CH3:5])([CH3:6])([CH3:7])[CH:8]([CH:9]1[C:10](=[O:32])[CH2:11][CH:12]1[CH:13]([O:14][SiH:15]([c:16]1[cH:17][cH:18][cH:19][cH:20][cH:21]1)[c:22]1[cH:23][cH:24][cH:25][cH:26][cH:27]1)[C:28]([CH3:29])([CH3:30])[CH3:31])[O:33][SiH:34]([c:35]1[cH:36][cH:37][cH:38][cH:39][cH:40]1)[c:41]1[cH:42][cH:43][cH:44][cH:45][cH:46]1.[N+:1](=[N-:2])=[CH2:3]>>[CH2:3]1[C:10](=[O:32])[CH:9]([CH:8]([C:4]([CH3:5])([CH3:6])[CH3:7])[O:33][SiH:34]([c:35]2[cH:36][cH:37][cH:38][cH:39][cH:40]2)[c:41]2[cH:42][cH:43][cH:44][cH:45][cH:46]2)[CH:12]([CH:13]([O:14][SiH:15]([c:16]2[cH:17][cH:18][cH:19][cH:20][cH:21]2)[c:22]2[cH:23][cH:24][cH:25][cH:26][cH:27]2)[C:28]([CH3:29])([CH3:30])[CH3:31])[CH2:11]1. Reactants: O1C(C1)COC1=C(C(=O)NC2=C3C=CNC3=CC=C2)C=CC=C1 (2-[(2-oxiranyl) methoxy]-N-(1H-indol-4-yl) benzamide). Solvent: C(C)O (ethanol), C(CC)N (n-propylamine). Product: OC(COC1=C(C(=O)NC2=C3C=CNC3=CC=C2)C=CC=C1)CNCCC (2-[2-hydroxy-3-(propylamino)-propoxy]-N-(1H-indol-4-yl) benzamide). Isolated yield 151.6%. As a reaction SMILES: [O:1]1[CH2:3][CH:2]1[CH2:4][O:5][C:6]1[CH:23]=[CH:22][CH:21]=[CH:20][C:7]=1[C:8]([NH:10][C:11]1[CH:19]=[CH:18][CH:17]=[C:16]2[C:12]=1[CH:13]=[CH:14][NH:15]2)=[O:9]>C(O)C.C(N)CC>[OH:1][CH:2]([CH2:3][NH:10][CH2:8][CH2:7][CH3:6])[CH2:4][O:5][C:6]1[CH:23]=[CH:22][CH:21]=[CH:20][C:7]=1[C:8]([NH:10][C:11]1[CH:19]=[CH:18][CH:17]=[C:16]2[C:12]=1[CH:13]=[CH:14][NH:15]2)=[O:9]. Procedure details: 3.1 g of 2-[(2-oxiranyl) methoxy]-N-(1H-indol-4-yl) benzamide prepared as in example 4 is heated for 2 hours to reflux in 60 cm3 of ethanol and 8.5 cm3 of n-propylamine. The solvents are eliminated under reduced pressure at 50° C., the residue is chromatographed on silica (eluent: chloroform-methanol 7-3) to obtain 2.8 g of 2-[2-hydroxy-3-(propylamino)-propoxy]-N-(1H-indol-4-yl) benzamide. Starting materials: CN=C=O (methyl isocyanate), FC1=CC=C(CCN2CCC(CC2)N2CCC3=CC=C(C=C23)CN)C=C1 (1-[1-(4-fluorophenethyl)piperidin-4-yl]-6-aminomethylindoline), resultant mixture. The solvent is C(C)(=O)OCC (ethyl acetate). The product is FC1=CC=C(CCN2CCC(CC2)N2C=CC3=CC=C(C=C23)CNC(=O)NC)C=C1 (1-[1-(4-fluorophenethyl)piperidin-4-yl]-6-(3-methylureido)methylindole). The yield is 67.3%. RXN SMILES: [CH3:1][N:2]=[C:3]=[O:4].[F:5][C:6]1[CH:30]=[CH:29][C:9]([CH2:10][CH2:11][N:12]2[CH2:17][CH2:16][CH:15]([N:18]3[C:26]4[C:21](=[CH:22][CH:23]=[C:24]([CH2:27][NH2:28])[CH:25]=4)[CH2:20][CH2:19]3)[CH2:14][CH2:13]2)=[CH:8][CH:7]=1>C(OCC)(=O)C>[F:5][C:6]1[CH:30]=[CH:29][C:9]([CH2:10][CH2:11][N:12]2[CH2:13][CH2:14][CH:15]([N:18]3[C:26]4[C:21](=[CH:22][CH:23]=[C:24]([CH2:27][NH:28][C:3]([NH:2][CH3:1])=[O:4])[CH:25]=4)[CH:20]=[CH:19]3)[CH2:16][CH2:17]2)=[CH:8][CH:7]=1. Procedure: Under ice cooling, methyl isocyanate (0.02 g) was added dropwise into a solution of 1-[1-(4-fluorophenethyl)piperidin-4-yl]-6-aminomethylindoline (0.09 g) obtained in Example 132 in ethyl acetate (10 ml) and the resultant mixture was stirred at room temperature for 1 hr. The resulting precipitate was collected by filtration, washed with ether/hexane and dried to give the title compound (0.07 g) as a white powder (yield: 67%).